This data is from the Open Reaction Database (ORD), a public repository of structured organic reaction records. The task is: describe an organic reaction: reactants, conditions, products, and yield Reaction conditions: time 1 hour. The solvent is C1(=CC=CC=C1)C.C(C)O.O (toluene ethanol water). Product: FC1=CC=C(C=C1)C=1C=CC2=C(C=C(CCS2(=O)=O)C(=O)OC)C1 (methyl 7-(4-fluorophenyl)-1,1-dioxo-2,3-dihydro-1-benzothiepine-4-carboxylate). Procedure: Under argon atmosphere, a mixture of methyl 7-bromo-1,1-dioxo-2,3-dihydro-1-benzothiepine-4-carboxylate (1.0 g), 4-fluorophenyl borate (0.465 g) and potassium carbonate (0.84 g) in toluene/ethanol/water (30/3/3 ml) was stirred at room temperature for 1 hour. To the mixture was added tetrakistriphenylphosphinepalladium (0.17 g), and the mixture was refluxed for 20 hours, cooled, extracted with ethyl acetate, saturated brine, dried with magnesium sulfate and concentrated under reduced pressure. Th... RXN SMILES: Br[C:2]1[CH:3]=[CH:4][C:5]2[S:11](=[O:13])(=[O:12])[CH2:10][CH2:9][C:8]([C:14]([O:16][CH3:17])=[O:15])=[CH:7][C:6]=2[CH:18]=1.B([O-])([O-])O[C:21]1[CH:26]=[CH:25][C:24]([F:27])=[CH:23][CH:22]=1.C(=O)([O-])[O-].[K+].[K+]>C1(C)C=CC=CC=1.C(O)C.O.C1C=CC([P]([Pd]([P](C2C=CC=CC=2)(C2C=CC=CC=2)C2C=CC=CC=2)([P](C2C=CC=CC=2)(C2C=CC=CC=2)C2C=CC=CC=2)[P](C2C=CC=CC=2)(C2C=CC=CC=2)C2C=CC=CC=2)(C2C=CC=CC=2)C2C=CC=CC=2)=CC=1>[F:27][C:24]1[CH:25]=[CH:26][C:21]([C:2]2[CH:3]=[CH:4][C:5]3[S:11](=[O:13])(=[O:12])[CH2:10][CH2:9][C:8]([C:14]([O:16][CH3:17])=[O:15])=[CH:7][C:6]=3[CH:18]=2)=[CH:22][CH:23]=1 |f:2.3.4,5.6.7,^1:50,52,71,90|. The reagents and catalysts are C=1C=CC(=CC1)[P](C=2C=CC=CC2)(C=3C=CC=CC3)[Pd]([P](C=4C=CC=CC4)(C=5C=CC=CC5)C=6C=CC=CC6)([P](C=7C=CC=CC7)(C=8C=CC=CC8)C=9C=CC=CC9)[P](C=1C=CC=CC1)(C=1C=CC=CC1)C=1C=CC=CC1 (tetrakistriphenylphosphinepalladium). The yield is 62.8%. The reactants are BrC=1C=CC2=C(C=C(CCS2(=O)=O)C(=O)OC)C1 (methyl 7-bromo-1,1-dioxo-2,3-dihydro-1-benzothiepine-4-carboxylate), B(OC1=CC=C(C=C1)F)([O-])[O-] (4-fluorophenyl borate), C([O-])([O-])=O.[K+].[K+] (potassium carbonate). The solvent is CC(=O)C.COC(C)(C)OC (acetone 2,2-dimethoxypropane). The reactants are C(CCNC([C@H](O)C(C)(C)CO)=O)(=O)[O-].[Ca+2].C(CCNC([C@H](O)C(C)(C)CO)=O)(=O)[O-] (calcium pantothenate), FC(C(=O)O)(F)F (Trifluoroacetic acid), C([O-])([O-])=O.[K+].[K+] (potassium carbonate). Reaction SMILES: [C:1]([O-:15])(=[O:14])[CH2:2][CH2:3][NH:4][C:5](=[O:13])[C@@H:6]([C:8]([CH2:11][OH:12])([CH3:10])[CH3:9])[OH:7].[Ca+2].[C:17]([O-])(=O)[CH2:18][CH2:19]NC(=O)[C@@H](C(CO)(C)C)O.F[C:33](F)(F)C(O)=O.C(=O)([O-])[O-].[K+].[K+]>CC(C)=O.COC(OC)(C)C>[CH3:17][C:18]1([CH3:19])[O:7][CH:6]([C:5]([NH:4][CH2:3][CH2:2][C:1]([O:15][CH3:33])=[O:14])=[O:13])[C:8]([CH3:10])([CH3:9])[CH2:11][O:12]1 |f:0.1.2,4.5.6,7.8|. Product: CC1(OCC(C(O1)C(=O)NCCC(=O)OC)(C)C)C (N-[(2,2,5,5-Tetramethyl-1,3-dioxan-4-yl)carbonyl]β-alanine, methyl ester). Reaction conditions: time 8 hour. Procedure details: A 5.0 g portion of calcium pantothenate was slurred in 100 ml of acetone:2,2-dimethoxypropane (1:1). Trifluoroacetic acid (3.0 ml) was added until solution was complete and stirring was continued overnight. A 10 g portion of potassium carbonate was added, this mixture stirred vigorously for 10 minutes and then concentrated to a gummy solid. A 100 ml portion of acetonitrile and 10 ml of methyl iodide were added to the solid. This mixture was stirred for 1 day, then poured into water and extracted... Reactants: C1(CCCCC1)[C@@H]1C[C@@H](CNC1)C(=O)OC (methyl cis-5-cyclohexylpiperidine-3-carboxylate), ClC1=NC(=CC(=N1)NC1=CC(=NN1)C1CC1)C (2-chloro-N-(3-cyclopropyl-1H-pyrazol-5-yl)-6-methylpyrimidin-4-amine), ClC1=NC(=CC(=N1)NC1=CC=NN1)C (2-chloro-6-methyl-N-(1H-pyrazol-5-yl)pyrimidin-4-amine). The product is C1(CCCCC1)[C@@H]1C[C@@H](CN(C1)C1=NC(=CC(=N1)NC1=CC(=NN1)C1CC1)C)C(=O)OC (methyl cis-5-cyclohexyl-1-{4-[(3-cyclopropyl-1H-pyrazol-5-yl)amino]-6-methylpyrimidin-2-yl}piperidine-3-carboxylate). As a reaction SMILES: [CH:1]1([C@H:7]2[CH2:12][NH:11][CH2:10][C@@H:9]([C:13]([O:15][CH3:16])=[O:14])[CH2:8]2)[CH2:6][CH2:5][CH2:4][CH2:3][CH2:2]1.Cl[C:18]1[N:23]=[C:22]([NH:24][C:25]2[NH:29][N:28]=[C:27]([CH:30]3[CH2:32][CH2:31]3)[CH:26]=2)[CH:21]=[C:20]([CH3:33])[N:19]=1.ClC1N=C(NC2NN=CC=2)C=C(C)N=1>>[CH:1]1([C@H:7]2[CH2:12][N:11]([C:18]3[N:23]=[C:22]([NH:24][C:25]4[NH:29][N:28]=[C:27]([CH:30]5[CH2:32][CH2:31]5)[CH:26]=4)[CH:21]=[C:20]([CH3:33])[N:19]=3)[CH2:10][C@@H:9]([C:13]([O:15][CH3:16])=[O:14])[CH2:8]2)[CH2:2][CH2:3][CH2:4][CH2:5][CH2:6]1. Procedure details: The title compound was prepared by the similar manner described in Example 1 using methyl cis-5-cyclohexylpiperidine-3-carboxylate instead of (S)-3-(tert-butoxycarbonylamino)piperidine, and 2-chloro-N-(3-cyclopropyl-1H-pyrazol-5-yl)-6-methylpyrimidin-4-amine prepared in Referential Example 2 instead of 2-chloro-6-methyl-N-(1H-pyrazol-5-yl)pyrimidin-4-amine. The reactants are CCO, COc1ccc([N+](=O)[O-])cc1N1CCOCC1, [H][H]. Product: COc1ccc(N)cc1N1CCOCC1. RXN SMILES: [CH3:18][CH2:19][OH:20].[CH3:1][O:2][c:3]1[c:4]([N:12]2[CH2:13][CH2:14][O:15][CH2:16][CH2:17]2)[cH:5][c:6]([N+:9]([O-:10])=[O:11])[cH:7][cH:8]1.[H:21][H:22]>>[CH3:1][O:2][c:3]1[c:4]([N:12]2[CH2:13][CH2:14][O:15][CH2:16][CH2:17]2)[cH:5][c:6]([NH2:9])[cH:7][cH:8]1.